Dataset: the Open Reaction Database (ORD), a public repository of structured organic reaction records. Task: describe an organic reaction: reactants, conditions, products, and yield Reactants: FC(C(=O)O)(F)F (trifluoro acetic acid), C(C)(C)(C)OP(OCC(CO[Si](C)(C)C(C)(C)C)(C1CC2=CC=C(C=C2C1)CCCCCCCC)NC(C)=O)(OC(C)(C)C)=O (Phosphoric acid 2-acetylamino-3-(tert-butyl-dimethyl-silanyloxy)-2-(5-octyl-indan-2-yl)-propyl ester di-tert-butyl ester). The solvent is C(Cl)Cl (CH2Cl2). Conditions: time 3 hour. Product: NC(COP(O)(O)=O)(CO)C1CC2=CC=C(C=C2C1)CCCCCCCC (Phosphoric acid mono-[2-amino-3-hydroxy-2-(5-octyl-indan-2-yl)-propyl]ester). RXN SMILES: FC(F)(F)C(O)=O.C([O:12][P:13](=[O:52])([O:47]C(C)(C)C)[O:14][CH2:15][C:16]([NH:43]C(=O)C)([CH:26]1[CH2:34][C:33]2[C:28](=[CH:29][CH:30]=[C:31]([CH2:35][CH2:36][CH2:37][CH2:38][CH2:39][CH2:40][CH2:41][CH3:42])[CH:32]=2)[CH2:27]1)[CH2:17][O:18][Si](C(C)(C)C)(C)C)(C)(C)C>C(Cl)Cl>[NH2:43][C:16]([CH:26]1[CH2:34][C:33]2[C:28](=[CH:29][CH:30]=[C:31]([CH2:35][CH2:36][CH2:37][CH2:38][CH2:39][CH2:40][CH2:41][CH3:42])[CH:32]=2)[CH2:27]1)([CH2:17][OH:18])[CH2:15][O:14][P:13](=[O:12])([OH:47])[OH:52]. Procedure: To 1-1 solution of trifluoro acetic acid and CH2Cl2 was added 14 (10 mg, 0.015 mmol). The reaction was left to stir for 3 hours. When reaction complete, product was concentrated and repeatedly co-evaporated with diethyl ether (5×10 mL) to remove TFA. The product could not be purified by column chromatography. Diethyl ether was added to bring the product into solution, followed by the addition of hexanes to precipitate out product 15. The precipitate was then washed with water to remove ionic imp...